Dataset: the Open Reaction Database (ORD), a public repository of structured organic reaction records. Task: describe an organic reaction: reactants, conditions, products, and yield Reported procedure: (S)-2-(1-((6-Amino-5-bromopyrimidin-4-yl)amino)ethyl)-5-methyl-3-phenylpyrrolo[2,1-f][1,2,4]triazin-4(3H)-one (50 mg, 0.11 mmol) was treated with 4-hydroxy-N-(2-methoxy-5-(4,4,5,5-tetramethyl-1,3,2-dioxaborolan-2-yl)pyridin-3-yl)benzenesulfonamide (70 mg, 0.17 mmol) and bis(pinacolato)diboron according to the method described at Preparation 119b), cesium carbonate (2M, 120 μl, 0.24 mmol) and 1,1′-bis(diphenylphosphino)ferrocene-palladium(II)dichloride dichloromethane complex (10 mg, 0.01 mmol) a... Isolated yield 52.6%. Starting materials: NC1=C(C(=NC=N1)N[C@@H](C)C1=NN2C(C(N1C1=CC=CC=C1)=O)=C(C=C2)C)Br ((S)-2-(1-((6-Amino-5-bromopyrimidin-4-yl)amino)ethyl)-5-methyl-3-phenylpyrrolo[2,1-f][1,2,4]triazin-4(3H)-one), OC1=CC=C(C=C1)S(=O)(=O)NC=1C(=NC=C(C1)B1OC(C(O1)(C)C)(C)C)OC (4-hydroxy-N-(2-methoxy-5-(4,4,5,5-tetramethyl-1,3,2-dioxaborolan-2-yl)pyridin-3-yl)benzenesulfonamide), B1(OC(C(O1)(C)C)(C)C)B2OC(C(O2)(C)C)(C)C (bis(pinacolato)diboron), 119b, C([O-])([O-])=O.[Cs+].[Cs+] (cesium carbonate). Yields the product NC1=NC=NC(=C1C=1C=C(C(=NC1)OC)NS(=O)(=O)C1=CC=C(C=C1)O)N[C@@H](C)C1=NN2C(C(N1C1=CC=CC=C1)=O)=C(C=C2)C ((S)—N-(5-(4-Amino-6-((1-(5-methyl-4-oxo-3-phenyl-3,4-dihydropyrrolo[2,1-f][1,2,4]triazin-2-yl)ethyl)amino)pyrimidin-5-yl)-2-methoxypyridin-3-yl)-4-hydroxybenzenesulfonamide). RXN SMILES: [NH2:1][C:2]1[N:7]=[CH:6][N:5]=[C:4]([NH:8][C@H:9]([C:11]2[N:16]([C:17]3[CH:22]=[CH:21][CH:20]=[CH:19][CH:18]=3)[C:15](=[O:23])[C:14]3=[C:24]([CH3:27])[CH:25]=[CH:26][N:13]3[N:12]=2)[CH3:10])[C:3]=1Br.[OH:29][C:30]1[CH:35]=[CH:34][C:33]([S:36]([NH:39][C:40]2[C:41]([O:55][CH3:56])=[N:42][CH:43]=[C:44](B3OC(C)(C)C(C)(C)O3)[CH:45]=2)(=[O:38])=[O:37])=[CH:32][CH:31]=1.B1(B2OC(C)(C)C(C)(C)O2)OC(C)(C)C(C)(C)O1.C(=O)([O-])[O-].[Cs+].[Cs+]>>[NH2:1][C:2]1[C:3]([C:44]2[CH:45]=[C:40]([NH:39][S:36]([C:33]3[CH:32]=[CH:31][C:30]([OH:29])=[CH:35][CH:34]=3)(=[O:38])=[O:37])[C:41]([O:55][CH3:56])=[N:42][CH:43]=2)=[C:4]([NH:8][C@H:9]([C:11]2[N:16]([C:17]3[CH:22]=[CH:21][CH:20]=[CH:19][CH:18]=3)[C:15](=[O:23])[C:14]3=[C:24]([CH3:27])[CH:25]=[CH:26][N:13]3[N:12]=2)[CH3:10])[N:5]=[CH:6][N:7]=1 |f:3.4.5|. The reactants are C1CN2CCN1CC2, Cc1ccccc1, O=C(Cl)C(=O)Cl, NS(=O)(=O)c1ccco1. The product is O=C=NS(=O)(=O)c1ccco1. As a reaction SMILES: [CH2:7]1[N:8]2[CH2:9][CH2:10][N:11]([CH2:12][CH2:13]2)[CH2:14]1.[CH3:24][c:25]1[cH:26][cH:27][cH:28][cH:29][cH:30]1.[Cl:1][C:2](=[O:3])[C:4]([Cl:5])=[O:6].[o:15]1[c:16]([S:20](=[O:21])(=[O:22])[NH2:23])[cH:17][cH:18][cH:19]1>>[C:2](=[O:3])=[N:23][S:20]([c:16]1[o:15][cH:19][cH:18][cH:17]1)(=[O:21])=[O:22]. Starting materials: O=C([O-])O, ClCCl, CC(Oc1cccc2c(CC(C)(C)NC(=O)OC(C)(C)C)c[nH]c12)C(=O)N1CCOCC1, Cl, [Na+], C1COCCO1. Product: CC(Oc1cccc2c(CC(C)(C)N)c[nH]c12)C(=O)N1CCOCC1. As a reaction SMILES: [C:34](=[O:35])([O-:36])[OH:37].[CH2:39]([Cl:40])[Cl:41].[CH3:1][C:2]([CH2:3][c:4]1[cH:5][nH:6][c:7]2[c:8]([O:13][CH:14]([C:15](=[O:16])[N:17]3[CH2:18][CH2:19][O:20][CH2:21][CH2:22]3)[CH3:23])[cH:9][cH:10][cH:11][c:12]12)([CH3:24])[NH:25][C:26](=[O:27])[O:28][C:29]([CH3:30])([CH3:31])[CH3:32].[ClH:33].[Na+:38].[O:42]1[CH2:43][CH2:44][O:45][CH2:46][CH2:47]1>>[CH3:1][C:2]([CH2:3][c:4]1[cH:5][nH:6][c:7]2[c:8]([O:13][CH:14]([C:15](=[O:16])[N:17]3[CH2:18][CH2:19][O:20][CH2:21][CH2:22]3)[CH3:23])[cH:9][cH:10][cH:11][c:12]12)([CH3:24])[NH2:25]. The reactants are CC(=O)O, CCO, COc1ccc2ncc(C(N)=O)c(Cl)c2c1, CCO, Cc1cc(F)ccc1N. The product is COc1ccc2ncc(C(N)=O)c(Nc3ccc(F)cc3C)c2c1. Reaction SMILES: [C:29]([OH:30])(=[O:31])[CH3:32].[CH2:26]([OH:27])[CH3:28].[CH3:10][O:11][c:12]1[cH:13][c:14]2[c:15]([Cl:25])[c:16]([C:22](=[O:23])[NH2:24])[cH:17][n:18][c:19]2[cH:20][cH:21]1.[CH3:33][CH2:34][OH:35].[F:1][c:2]1[cH:3][c:4]([CH3:9])[c:5]([NH2:6])[cH:7][cH:8]1>>[F:1][c:2]1[cH:3][c:4]([CH3:9])[c:5]([NH:6][c:15]2[c:14]3[cH:13][c:12]([O:11][CH3:10])[cH:21][cH:20][c:19]3[n:18][cH:17][c:16]2[C:22](=[O:23])[NH2:24])[cH:7][cH:8]1. Reactants: O=C([O-])[O-], CCCC#N, Clc1ccc(-n2ncc3cc(I)ccc32)cc1, Cl, [Cs+], [Cs+], [Cu]I, COc1cccc(C(O)C(C)N)c1. Product: COc1cccc(C(Oc2ccc3c(cnn3-c3ccc(Cl)cc3)c2)C(C)N)c1. RXN SMILES: [C:32](=[O:33])([O-:34])[O-:35].[CH3:38][CH2:39][CH2:40][C:41]#[N:42].[Cl:15][c:16]1[cH:17][cH:18][c:19](-[n:22]2[n:23][cH:24][c:25]3[cH:26][c:27]([I:31])[cH:28][cH:29][c:30]23)[cH:20][cH:21]1.[ClH:1].[Cs+:36].[Cs+:37].[Cu:43][I:44].[NH2:2][CH:3]([CH:4]([OH:5])[c:6]1[cH:7][c:8]([O:12][CH3:13])[cH:9][cH:10][cH:11]1)[CH3:14]>>[NH2:2][CH:3]([CH:4]([O:5][c:27]1[cH:26][c:25]2[cH:24][n:23][n:22](-[c:19]3[cH:18][cH:17][c:16]([Cl:15])[cH:21][cH:20]3)[c:30]2[cH:29][cH:28]1)[c:6]1[cH:7][c:8]([O:12][CH3:13])[cH:9][cH:10][cH:11]1)[CH3:14]. Starting materials: ClC=1C(=CC(=C(C1)CC(=O)O)OC)N1CCCCC1 (5-chloro-2-methoxy-4-(piperidin-1-yl)-phenylacetic acid), C([O-])(O)=O.[Na+] (sodium bicarbonate). Run in O (water), Br (hydrobromic acid). The product is ClC=1C(=CC(=C(C1)CC(=O)O)O)N1CCCCC1 (5-chloro-2-hydroxy-4-(piperidin-1-yl)-phenylacetic acid). As a reaction SMILES: [Cl:1][C:2]1[C:3]([N:14]2[CH2:19][CH2:18][CH2:17][CH2:16][CH2:15]2)=[CH:4][C:5]([O:12]C)=[C:6]([CH2:8][C:9]([OH:11])=[O:10])[CH:7]=1.C(=O)(O)[O-].[Na+]>Br.O>[Cl:1][C:2]1[C:3]([N:14]2[CH2:19][CH2:18][CH2:17][CH2:16][CH2:15]2)=[CH:4][C:5]([OH:12])=[C:6]([CH2:8][C:9]([OH:11])=[O:10])[CH:7]=1 |f:1.2|. Procedure details: A solution of 8.5 g (30 mmole) of 5-chloro-2-methoxy-4-(piperidin-1-yl)-phenylacetic acid in 150 ml of 48% hydrobromic acid is boiled under reflux for 15 hours. The reaction mixture is cooled, diluted with water and adjusted to pH 3-4 with saturated sodium bicarbonate solution. The whole is subsequently extracted with ethyl acetate and the combined organic phases are washed with water, dried over sodium sulphate and concentrated by evaporation in a vacuum rotary evaporator. In that manner a dark... The reactants are I, CC(C)(C)OC(=O)N(CCO)CCN1CCSc2cc([N+](=O)[O-])ccc21, CSC(=N)c1cccs1. Yields the product CC(C)(C)OC(=O)N(CCO)CCN1CCSc2cc(NC(=N)c3cccs3)ccc21. As a reaction SMILES: [IH:27].[OH:1][CH2:2][CH2:3][N:4]([C:5]([O:6][C:7]([CH3:8])([CH3:9])[CH3:10])=[O:11])[CH2:12][CH2:13][N:14]1[c:15]2[c:16]([cH:20][c:21]([N+:24]([O-:25])=[O:26])[cH:22][cH:23]2)[S:17][CH2:18][CH2:19]1.[s:28]1[c:29]([C:33](=[NH:34])[S:35][CH3:36])[cH:30][cH:31][cH:32]1>>[OH:1][CH2:2][CH2:3][N:4]([C:5]([O:6][C:7]([CH3:8])([CH3:9])[CH3:10])=[O:11])[CH2:12][CH2:13][N:14]1[c:15]2[c:16]([cH:20][c:21]([NH:24][C:33]([c:29]3[s:28][cH:32][cH:31][cH:30]3)=[NH:34])[cH:22][cH:23]2)[S:17][CH2:18][CH2:19]1.